Dataset: the Open Reaction Database (ORD), a public repository of structured organic reaction records. Task: describe an organic reaction: reactants, conditions, products, and yield Reactants: C(C)(C)(C)OC(NC1=C(C=C(C(=C1)C)C(F)(F)F)NC(CC(=O)C1=CC(=NC=C1)C#N)=O)=O ({2-[3-(2-cyano-pyridin-4-yl)-3-oxo-propionylamino]-5-methyl-4-trifluoromethyl-phenyl}-carbamic acid tert.-butyl ester), C(=O)(C(F)(F)F)O (TFA). Run in C(Cl)Cl (CH2Cl2). Product: CC=1C(=CC2=C(N=C(CC(N2)=O)C2=CC(=NC=C2)C#N)C1)C(F)(F)F (4-(8-Methyl-4-oxo-7-trifluoromethyl-4,5-dihydro-3H-benzo[b][1,4]diazepin-2-yl)-pyridine-2-carbonitrile), solid. As a reaction SMILES: C(OC(=O)[NH:7][C:8]1[CH:13]=[C:12]([CH3:14])[C:11]([C:15]([F:18])([F:17])[F:16])=[CH:10][C:9]=1[NH:19][C:20](=[O:32])[CH2:21][C:22]([C:24]1[CH:29]=[CH:28][N:27]=[C:26]([C:30]#[N:31])[CH:25]=1)=O)(C)(C)C.C(O)(C(F)(F)F)=O>C(Cl)Cl>[CH3:14][C:12]1[C:11]([C:15]([F:18])([F:17])[F:16])=[CH:10][C:9]2[NH:19][C:20](=[O:32])[CH2:21][C:22]([C:24]3[CH:29]=[CH:28][N:27]=[C:26]([C:30]#[N:31])[CH:25]=3)=[N:7][C:8]=2[CH:13]=1. Procedure details: The title compound was prepared from {2-[3-(2-cyano-pyridin-4-yl)-3-oxo-propionylamino]-5-methyl-4-trifluoromethyl-phenyl}-carbamic acid tert.-butyl ester (Example M39) by treatment with TFA in CH2Cl2 according to the general procedure N. Obtained as a light yellow solid (113 mg). Starting materials: C(C)OC1=C(C=CC=C1)C=1C=C2C=CC(=NC2=CC1)N (6-(2-Ethoxyphenyl)quinolin-2-amine), C1CCOC1 (THF), [OH-].[Na+] (NaOH), C(Cl)Cl (DCM). Conditions: time 72 hour. The product is NC1=NC2=CC=C(C=C2C=C1)C1=C(C(=O)OCC)C=CC=C1 (ethyl 2-(2-aminoquinolin-6-yl)benzoate). RXN SMILES: C(O[C:4]1[CH:9]=[CH:8][CH:7]=[CH:6][C:5]=1[C:10]1[CH:11]=[C:12]2[C:17](=[CH:18][CH:19]=1)[N:16]=[C:15]([NH2:20])[CH:14]=[CH:13]2)C.[OH-:21].[Na+].C(Cl)Cl.C1[CH2:30][O:29][CH2:28][CH2:27]1>>[NH2:20][C:15]1[CH:14]=[CH:13][C:12]2[C:17](=[CH:18][CH:19]=[C:10]([C:5]3[CH:6]=[CH:7][CH:8]=[CH:9][C:4]=3[C:30]([O:29][CH2:28][CH3:27])=[O:21])[CH:11]=2)[N:16]=1 |f:1.2|. Procedure: To a microwave reaction vessel was added ethyl-2-(4,4,5,5-tetramethyl-1,3,2-dioxaborolan-2-yl)benzoate (3.7 g, 13 mmol), 6-bromoquinolin-2-amine (2.0 g, 9.0 mmol), PdCl2(PPh(t-Bu)2)2 (0.084 g, 0.13 mmol), potassium acetate (1.8 g, 18 mmol), EtOH (9.9 ml, 170 mmol) and water (2.4 ml, 134 mmol). The reaction mixture was heated at 85° C. for 8 h, and was then partitioned between EtOAc and water. The organic layer was washed with water and brine and allowed to stand for 72 h. The supernatant was dec... Starting materials: BrC1=C2N=C(C(=NC2=CC=C1)C(F)(F)F)Cl (5-bromo-3-chloro-2-(trifluoromethyl)quinoxaline), CC(C)(C)N (2-methylpropan-2-amine), CC(C)(C)N (2-methylpropan-2-amine). Solvent: C(Cl)Cl (DCM), CS(=O)C (DMSO). The product is BrC=1C=CC=C2N=C(C(=NC12)NC(C)(C)C)C(F)(F)F (8-bromo-N-(tert-butyl)-3-(trifluoromethyl)quinoxalin-2-amine). The yield is 77.0%. As a reaction SMILES: [Br:1][C:2]1[CH:11]=[CH:10][CH:9]=[C:8]2[C:3]=1[N:4]=[C:5](Cl)[C:6]([C:12]([F:15])([F:14])[F:13])=[N:7]2.[CH3:17][C:18]([NH2:21])([CH3:20])[CH3:19]>CS(C)=O.C(Cl)Cl>[Br:1][C:2]1[CH:11]=[CH:10][CH:9]=[C:8]2[C:3]=1[N:4]=[C:5]([NH:21][C:18]([CH3:20])([CH3:19])[CH3:17])[C:6]([C:12]([F:15])([F:14])[F:13])=[N:7]2. Reported procedure: A solution of 5-bromo-3-chloro-2-(trifluoromethyl)quinoxaline (239 mg, 0.767 mmol) and 2-methylpropan-2-amine (243 μl, 2.302 mmol; Aldrich) in DMSO (7.6 ml) was stirred at 100° C. for 7 h (more 2-methylpropan-2-amine (243 μl, 2.302 mmol) was added after 3 h). The mixture was then diluted with DCM (150 ml), added to a separatory funnel, and washed with saturated aq. NaHCO3 (2×100 ml) before the organic layer was separated, dried over Na2SO4, and concentrated. Purification by silica gel (100% hexa...